Dataset: the Open Reaction Database (ORD), a public repository of structured organic reaction records. Task: describe an organic reaction: reactants, conditions, products, and yield The reactants are BrCC1=CC=C(C=C1)C1=C(C=CC=C1)OC(C)=O (4-'-bromomethyl-2-acetoxy-1,1'-biphenyl), C(C)(C)(C)OC(=O)NC(CC(=O)N[C@H]1C(NC2=C(CC1)C=CC=C2)=O)(C)C (3-t-butoxycarbonylamino-3-methyl-N-[2,3,4,5-tetrahydro-2-oxo-1H-1-benzazepin-3(R)-yl]-butanamide). The product is C(C)(=O)OC1=C(C=CC=C1)C1=CC=C(C=C1)CN1C([C@@H](CCC2=C1C=CC=C2)NC(CC(C)(C)NC(OC(C)(C)C)=O)=O)=O (3-[[1-[[2'-acetoxy-[1,1'-biphenyl]-4-yl]methyl]-2,3,4,5-tetrahydro-2-oxo-1H-benzazepin -3(R)-yl]amino]-1,1-dimethyl-3-oxopropylcarbamic acid, 1,1-dimethyethyl ester). As a reaction SMILES: Br[CH2:2][C:3]1[CH:8]=[CH:7][C:6]([C:9]2[CH:14]=[CH:13][CH:12]=[CH:11][C:10]=2[O:15][C:16](=[O:18])[CH3:17])=[CH:5][CH:4]=1.[C:19]([O:23][C:24]([NH:26][C:27]([CH3:45])([CH3:44])[CH2:28][C:29]([NH:31][C@@H:32]1[CH2:38][CH2:37][C:36]2[CH:39]=[CH:40][CH:41]=[CH:42][C:35]=2[NH:34][C:33]1=[O:43])=[O:30])=[O:25])([CH3:22])([CH3:21])[CH3:20]>>[C:16]([O:15][C:10]1[CH:11]=[CH:12][CH:13]=[CH:14][C:9]=1[C:6]1[CH:7]=[CH:8][C:3]([CH2:2][N:34]2[C:35]3[CH:42]=[CH:41][CH:40]=[CH:39][C:36]=3[CH2:37][CH2:38][C@@H:32]([NH:31][C:29](=[O:30])[CH2:28][C:27]([NH:26][C:24](=[O:25])[O:23][C:19]([CH3:21])([CH3:20])[CH3:22])([CH3:44])[CH3:45])[C:33]2=[O:43])=[CH:4][CH:5]=1)(=[O:18])[CH3:17]. Reported procedure: Prepared from 4-'-bromomethyl-2-acetoxy-1,1'-biphenyl and 3-t-butoxycarbonylamino-3-methyl-N-[2,3,4,5-tetrahydro-2-oxo-1H-1-benzazepin-3(R)-yl]-butanamide (Example 57, Step A) by the procedure described in Example 69, Step D. 1H NMR (200 MHz, CDCl3): 1.38 (s,6H), 1.45 (s,9H), 1.85 (m,1H), 2.02 (s,3H), 2.35-2.65 (m,5H), 4.52 (m,1H), 4.84 (d,15 Hz,1H), 5.30 (d,15 Hz,1H), 6.71 (d,7 Hz,1H), 7.1-7.4 (m, 12 H). The reactants are O=C([O-])[O-], O=c1[nH]cccc1OCc1ccccc1, Cc1ccc(S(=O)(=O)CCl)cc1, [Cs+], [Cs+], CN(C)C=O. Yields the product Cc1ccc(S(=O)(=O)Cn2cccc(OCc3ccccc3)c2=O)cc1. RXN SMILES: [C:16](=[O:17])([O-:18])[O-:19].[CH2:1]([c:2]1[cH:3][cH:4][cH:5][cH:6][cH:7]1)[O:8][c:9]1[c:10](=[O:15])[nH:11][cH:12][cH:13][cH:14]1.[Cl:22][CH2:23][S:24](=[O:25])(=[O:26])[c:27]1[cH:28][cH:29][c:30]([CH3:33])[cH:31][cH:32]1.[Cs+:20].[Cs+:21].[O:34]=[CH:35][N:36]([CH3:37])[CH3:38]>>[CH2:1]([c:2]1[cH:3][cH:4][cH:5][cH:6][cH:7]1)[O:8][c:9]1[c:10](=[O:15])[n:11]([CH2:23][S:24](=[O:25])(=[O:26])[c:27]2[cH:28][cH:29][c:30]([CH3:33])[cH:31][cH:32]2)[cH:12][cH:13][cH:14]1. The reactants are O=C1CCC(=O)N1Br, CC(C)(C)[Si](C)(C)NS(=O)(=O)c1cc(C(=O)c2ccc3ccn([Si](C)(C)C(C)(C)C)c3c2)ccc1Cl, CCOCC, C1CCOC1. Yields the product CC(C)(C)[Si](C)(C)NS(=O)(=O)c1cc(C(=O)c2ccc3c(Br)cn([Si](C)(C)C(C)(C)C)c3c2)ccc1Cl. As a reaction SMILES: [Br:37][N:38]1[C:39](=[O:40])[CH2:41][CH2:42][C:43]1=[O:44].[C:1]([CH3:2])([CH3:3])([CH3:4])[Si:5]([n:6]1[cH:7][cH:8][c:9]2[cH:10][cH:11][c:12]([C:15](=[O:16])[c:17]3[cH:18][cH:19][c:20]([Cl:34])[c:21]([S:23](=[O:24])(=[O:25])[NH:26][Si:27]([CH3:28])([CH3:29])[C:30]([CH3:31])([CH3:32])[CH3:33])[cH:22]3)[cH:13][c:14]12)([CH3:35])[CH3:36].[CH3:50][CH2:51][O:52][CH2:53][CH3:54].[O:45]1[CH2:46][CH2:47][CH2:48][CH2:49]1>>[C:1]([CH3:2])([CH3:3])([CH3:4])[Si:5]([n:6]1[cH:7][c:8]([Br:37])[c:9]2[cH:10][cH:11][c:12]([C:15](=[O:16])[c:17]3[cH:18][cH:19][c:20]([Cl:34])[c:21]([S:23](=[O:24])(=[O:25])[NH:26][Si:27]([CH3:28])([CH3:29])[C:30]([CH3:31])([CH3:32])[CH3:33])[cH:22]3)[cH:13][c:14]12)([CH3:35])[CH3:36]. The reactants are NC1=NC=CN=C1 (2-aminopyrazine), C1(CC1)C(=O)Cl (cyclopropanecarbonyl chloride). Run in N1=CC=CC=C1 (pyridine), ClCCl (dichloromethane). Reaction conditions: time 2 hour. Yields the product N1=C(C=NC=C1)NC(=O)C1CC1 (N-Pyrazin-2-ylcyclopropanecarboxamide). As a reaction SMILES: [NH2:1][C:2]1[CH:7]=[N:6][CH:5]=[CH:4][N:3]=1.[CH:8]1([C:11](Cl)=[O:12])[CH2:10][CH2:9]1>N1C=CC=CC=1.ClCCl>[N:3]1[CH:4]=[CH:5][N:6]=[CH:7][C:2]=1[NH:1][C:11]([CH:8]1[CH2:10][CH2:9]1)=[O:12]. Reported procedure: To a solution of 10 g (105 mmol) of 2-aminopyrazine in 100 mL of pyridine was added dropwise a solution of 10.99 g (9.56 mL, 105 mmol) of cyclopropanecarbonyl chloride in 100 mL of dichloromethane. The resultant yellow solution was stirred at ambient temperature for 2 h. The reaction mixture was concentrated in vacuo. The residue was dissolved in ethyl acetate and a small amount of water and washed sequentially with 1 M aqueous cuprous sulfate solution and water. The water layer was extracted wi... Reactants: CC(=O)OCC(=O)Cl, Nc1cc2c(cc1F)CC(=O)N2, C1CCOC1, c1ccncc1. Product: CC(=O)OCC(=O)Nc1cc2c(cc1F)CC(=O)N2. As a reaction SMILES: [Cl:19][C:20](=[O:21])[CH2:22][O:23][C:24]([CH3:25])=[O:26].[NH2:1][c:2]1[c:3]([F:12])[cH:4][c:5]2[c:9]([cH:10]1)[NH:8][C:7](=[O:11])[CH2:6]2.[O:27]1[CH2:28][CH2:29][CH2:30][CH2:31]1.[cH:13]1[cH:14][cH:15][n:16][cH:17][cH:18]1>>[NH:1]([c:2]1[c:3]([F:12])[cH:4][c:5]2[c:9]([cH:10]1)[NH:8][C:7](=[O:11])[CH2:6]2)[C:20](=[O:21])[CH2:22][O:23][C:24]([CH3:25])=[O:26]. Reactants: OC1=C(C=C(C=C1)[N+](=O)[O-])C1NC(NC(=C1C(=O)OCC)C)=O (ethyl 1,2,3,4-tetrahydro-4-(2-hydroxy-5-nitrophenyl)-6-methyl-2-oxo-5-pyrimidine carboxylate). Run in C(C)(=O)OC(C)=O (acetic anhydride). The product is C(C)(=O)N1C(NC(=C(C1C1=C(C=CC(=C1)[N+](=O)[O-])OC(C)=O)C(=O)OCC)C)=O (Ethyl 3-acetyl-1,2,3,4-tetrahydro-4-(2-acetoxy-5-nitrophenyl)-6-methyl-2-oxo-5-pyrimidine carboxylate). As a reaction SMILES: [OH:1][C:2]1[CH:7]=[CH:6][C:5]([N+:8]([O-:10])=[O:9])=[CH:4][C:3]=1[CH:11]1[C:16]([C:17]([O:19][CH2:20][CH3:21])=[O:18])=[C:15]([CH3:22])[NH:14][C:13](=[O:23])[NH:12]1>C(OC(=O)C)(=O)C>[C:2]([N:12]1[CH:11]([C:3]2[CH:4]=[C:5]([N+:8]([O-:10])=[O:9])[CH:6]=[CH:7][C:2]=2[O:1][C:17](=[O:18])[CH3:16])[C:16]([C:17]([O:19][CH2:20][CH3:21])=[O:18])=[C:15]([CH3:22])[NH:14][C:13]1=[O:23])(=[O:1])[CH3:3]. Procedure: A suspension of ethyl 1,2,3,4-tetrahydro-4-(2-hydroxy-5-nitrophenyl)-6-methyl-2-oxo-5-pyrimidine carboxylate (1.00 g, 31.0 mmol) in acetic anhydride (25 mL) was heated to reflux for 2 hours. The reaction mixture was cooled and the excess acetic anhydride was removed in vacuo to afford the desired product as a tan solid which was used in the next reaction without purification.